Dataset: the Open Reaction Database (ORD), a public repository of structured organic reaction records. Task: describe an organic reaction: reactants, conditions, products, and yield Reactants: N[C@H]([C@H](C[C@H](CC1=CC=CC=C1)NC(OC(C)(C)C)=O)O)CC1=CC=CC=C1 (tert-butyl(1S,3S,4S)-4-amino-1-benzyl-3-hydroxy-5-phenylpentylcarbamate), C[C@H]([C@@H](C(=O)O)N1C(N(CC1)CC1=NC(=CC=C1)C)=O)CC ((2S,3S)-3-methyl-2-{3-[(6-methyl-2-pyridinyl)methyl]-2-oxo-1-imidazolidinyl}pentanoic acid), CCN=C=NCCCN(C)C (EDAC), C=1C=CC2=C(C1)N=NN2O (HOBT), CN1CCOCC1 (NMM). Run in C1CCOC1 (THF). Conditions: temperature 25 celsius, time 16 hour. The product is C(C1=CC=CC=C1)[C@@H](C[C@@H]([C@H](CC1=CC=CC=C1)NC([C@H]([C@H](CC)C)N1C(N(CC1)CC1=NC(=CC=C1)C)=O)=O)O)NC(OC(C)(C)C)=O (tert-butyl(1S,3S,4S)-1-benzyl-3-hydroxy-4-[((2S,3S)-3-methyl-2-{3-[(6-methyl-2-pyridinyl)methyl]-2-oxo-1-imidazolidinyl}pentanoyl)amino]-5-phenylpentylcarbamate). Yield: 100.1%. Reaction SMILES: [NH2:1][C@@H:2]([CH2:22][C:23]1[CH:28]=[CH:27][CH:26]=[CH:25][CH:24]=1)[C@@H:3]([OH:21])[CH2:4][C@@H:5]([NH:13][C:14](=[O:20])[O:15][C:16]([CH3:19])([CH3:18])[CH3:17])[CH2:6][C:7]1[CH:12]=[CH:11][CH:10]=[CH:9][CH:8]=1.[CH3:29][C@@H:30]([CH2:49][CH3:50])[C@H:31]([N:35]1[CH2:39][CH2:38][N:37]([CH2:40][C:41]2[CH:46]=[CH:45][CH:44]=[C:43]([CH3:47])[N:42]=2)[C:36]1=[O:48])[C:32](O)=[O:33].CCN=C=NCCCN(C)C.C1C=CC2N(O)N=NC=2C=1.CN1CCOCC1>C1COCC1>[CH2:6]([C@H:5]([NH:13][C:14](=[O:20])[O:15][C:16]([CH3:19])([CH3:17])[CH3:18])[CH2:4][C@H:3]([OH:21])[C@@H:2]([NH:1][C:32](=[O:33])[C@@H:31]([N:35]1[CH2:39][CH2:38][N:37]([CH2:40][C:41]2[CH:46]=[CH:45][CH:44]=[C:43]([CH3:47])[N:42]=2)[C:36]1=[O:48])[C@@H:30]([CH3:29])[CH2:49][CH3:50])[CH2:22][C:23]1[CH:28]=[CH:27][CH:26]=[CH:25][CH:24]=1)[C:7]1[CH:12]=[CH:11][CH:10]=[CH:9][CH:8]=1. Reported procedure: A solution of the product from Example 6A (0.046 g, 0.119 mmol) in THF (0.9 mL) was treated with the product from Example 7B (0.050 g, 0.119 mmol), EDAC (0.035 g, 0.183 mmol), HOBT (0.025 g, 0.185 mmol), and NMM (0.040 mL, 0.364 mmol) at 0° C., stirred at 25° C. for 16 hours, and partitioned between ethyl acetate and water. The organic phase was washed with 10% citric acid, dilute sodium bicarbonate solution, and brine, dried over MgSO4, filtered and concentrated. The residue was purified by rev... Product: CCOC(=O)C1C(c2ccccc2)=NN(c2ccccc2)C1c1ccccc1. The reactants are CCOC(=O)C=Cc1ccccc1, CO, CCOC(C)=O, C(=NNc1ccccc1)c1ccccc1. As a reaction SMILES: [C:1]([CH:2]=[CH:3][c:4]1[cH:5][cH:6][cH:7][cH:8][cH:9]1)(=[O:10])[O:11][CH2:12][CH3:13].[CH3:29][OH:30].[CH3:31][CH2:32][O:33][C:34](=[O:35])[CH3:36].[c:14]1([NH:20][N:21]=[CH:22][c:23]2[cH:24][cH:25][cH:26][cH:27][cH:28]2)[cH:15][cH:16][cH:17][cH:18][cH:19]1>>[C:1]([CH:2]1[CH:3]([c:4]2[cH:5][cH:6][cH:7][cH:8][cH:9]2)[N:20]([c:14]2[cH:15][cH:16][cH:17][cH:18][cH:19]2)[N:21]=[C:22]1[c:23]1[cH:24][cH:25][cH:26][cH:27][cH:28]1)(=[O:10])[O:11][CH2:12][CH3:13]. Starting materials: solution, [AlH](CC(C)C)CC(C)C ((iBu)2AlH), FC=1C=CC=2C3=C(NC2C1)[C@H](C(NCC3)=O)C ((R)-8-fluoro-5-methyl-2,3,5,6-tetrahydroazepino[4,5-b]indol-4(1H)-one). Solvent: C1CCOC1 (THF), C(Cl)Cl (CH2Cl2), C1CCOC1 (THF). Reaction conditions: temperature -78 celsius, time 5 minute. The product is FC=1C=CC=2C3=C(NC2C1)[C@@H](CNCC3)C ((R)8-fluoro-5-methyl-1,2,3,4,5,6-hexahydroazepino[4,5-b]indole). RXN SMILES: [AlH](CC(C)C)CC(C)C.[F:10][C:11]1[CH:12]=[CH:13][C:14]2[C:15]3[CH2:24][CH2:23][NH:22][C:21](=O)[C@H:20]([CH3:26])[C:16]=3[NH:17][C:18]=2[CH:19]=1>C(Cl)Cl.C1COCC1>[F:10][C:11]1[CH:12]=[CH:13][C:14]2[C:15]3[CH2:24][CH2:23][NH:22][CH2:21][C@@H:20]([CH3:26])[C:16]=3[NH:17][C:18]=2[CH:19]=1. Procedure details: To an oven-dried flask containing dry THF (10 mL) under argon at −78° C. was added a 1 M solution of (iBu)2AlH in CH2Cl2 (16.3 mL). This mixture was stirred at −78° C. for 5 min. To this was (R)-8-fluoro-5-methyl-2,3,5,6-tetrahydroazepino[4,5-b]indol-4(1H)-one (0.236 g, 1.02 mmol) in dry THF (16 mL). The reaction mixture was stirred at rt for 72 h, cooled to 0° C., then quenched by the addition of MeOH (4.5 mL). The mixture was partitioned between CH2Cl2 and 1 M aq NaO2CCH(OH)CH(OH)CO2K. The CH2... The reactants are OCC1(CCN(CC1)CC1=CN=C(N1CC1=CC=C(C#N)C=C1)C)CC1=CC(=CC=C1)OC(F)(F)F (4-{5-[4-Hydroxymethyl-4-(3-trifluoromethoxybenzyl)piperidine-1-ylmethyl]-2-methylimidazol-1-ylmethyl}benzonitrile), B1(OO1)[O-].O.O.O.O.[Na+] (sodium perborate tetrahydrate). The solvent is CO (methanol), O (water). Run at temperature 50 celsius. Yields the product OCC1(CCN(CC1)CC1=CN=C(N1CC1=CC=C(C(=O)N)C=C1)C)CC1=CC(=CC=C1)OC(F)(F)F (4-{5-[4-Hydroxymethyl-4-(3-trifluoromethoxybenzyl)piperidine-1-ylmethyl]-2-methylimidazol-1-ylmethyl}benzamide). As a reaction SMILES: [OH:1][CH2:2][C:3]1([CH2:25][C:26]2[CH:31]=[CH:30][CH:29]=[C:28]([O:32][C:33]([F:36])([F:35])[F:34])[CH:27]=2)[CH2:8][CH2:7][N:6]([CH2:9][C:10]2[N:14]([CH2:15][C:16]3[CH:23]=[CH:22][C:19]([C:20]#[N:21])=[CH:18][CH:17]=3)[C:13]([CH3:24])=[N:12][CH:11]=2)[CH2:5][CH2:4]1.B1([O-])O[O:38]1.O.O.O.O.[Na+]>CO.O>[OH:1][CH2:2][C:3]1([CH2:25][C:26]2[CH:31]=[CH:30][CH:29]=[C:28]([O:32][C:33]([F:34])([F:35])[F:36])[CH:27]=2)[CH2:4][CH2:5][N:6]([CH2:9][C:10]2[N:14]([CH2:15][C:16]3[CH:17]=[CH:18][C:19]([C:20]([NH2:21])=[O:38])=[CH:22][CH:23]=3)[C:13]([CH3:24])=[N:12][CH:11]=2)[CH2:7][CH2:8]1 |f:1.2.3.4.5.6|. Procedure details: A solution of 4-{5-[4-hydroxymethyl-4-(3-trifluoromethoxy-benzyl)-piperidine-1-ylmethyl]-2-methylimidazol-1-ylmethyl}benzonitrile (71 mg, 0.142 mmol; Example 31) and sodium perborate tetrahydrate (92.8 mg, 0.6 mmol) in a mixture of methanol (2.5 mL) and water (1 mL) was heated at 50° C. for 7 h. The resultant mixture was concentrated under vacuum, and the residue was partitioned between chloroform and dilute hydrochloric acid (0.5M). The organic extract was washed with brine, dried over anhydrou... The reactants are [N+](=O)([O-])C=1C(=C(C=CC1)O)[N+](=O)[O-] (dinitrophenol), [H-].[Na+] (NaH), [N+](=O)([O-])C=1C(=C(C=CC1)O)[N+](=O)[O-] (dinitrophenol), [H-].[Na+] (NaH). Solvent: C1CCOC1 (THF), C(Cl)Cl (methylenechloride). Run at time 3 hour. Product: [N+](=O)([O-])C=1C(=C(C=CC1)[O-])[N+](=O)[O-].[Na+] (sodium dinitrophenolate). As a reaction SMILES: [N+:1]([C:4]1[C:5]([N+:11]([O-:13])=[O:12])=[C:6]([OH:10])[CH:7]=[CH:8][CH:9]=1)([O-:3])=[O:2].[H-].[Na+:15]>C(Cl)Cl.C1COCC1>[N+:1]([C:4]1[C:5]([N+:11]([O-:13])=[O:12])=[C:6]([O-:10])[CH:7]=[CH:8][CH:9]=1)([O-:3])=[O:2].[Na+:15] |f:1.2,5.6|. Reported procedure: A commercially available dinitrophenol (10.0 g, 54.3 mmol) was dissolved in 250 mL of methylenechloride, and water was removed on anhydrous magnesium sulfate. Solvent was removed by filtration under the reduced pressure. After the anhydrous dinitrophenol (10.0 g, 54.3 mmol) was dissolved in anhydrous THF (300 mL), NaH(0.782 g, 32.6 mmol) was added slowly. After all NaH was added, the solution was stirred for 3 hrs. Solvent was removed under reduced pressure to obtain 60 mol % sodium dinitropheno... Solvent: ClCCl (dichloromethane). Yields the product [C@@H]1([C@H](O)[C@@H](O)[C@@H](O)[C@H](O1)CO)CC(C)CCC[C@@H](C)[C@H]1CC[C@H]2[C@@H]3CC=C4C[C@@H](O)CC[C@]4(C)[C@H]3CC[C@]12C (β-galactosyl-cholesterol). Starting materials: C1([C@H](O)[C@@H](O)[C@@H](O)[C@H](O1)CO)Br (galactosyl bromide), CC(C)CCC[C@@H](C)[C@H]1CC[C@H]2[C@@H]3CC=C4C[C@@H](O)CC[C@]4(C)[C@H]3CC[C@]12C (cholesterol). As a reaction SMILES: [CH:1]1(Br)[O:9][C@H:8]([CH2:10][OH:11])[C@H:6]([OH:7])[C@H:4]([OH:5])[C@H:2]1[OH:3].[CH3:13][CH:14]([CH2:16][CH2:17][CH2:18][C@H:19]([C@@H:21]1[C@:39]2([CH3:40])[C@H:24]([C@H:25]3[C@H:36]([CH2:37][CH2:38]2)[C@:34]2([CH3:35])[C:28]([CH2:29][C@H:30]([CH2:32][CH2:33]2)[OH:31])=[CH:27][CH2:26]3)[CH2:23][CH2:22]1)[CH3:20])[CH3:15]>ClCCl.FC(F)(F)S([O-])(=O)=O.[Ag+]>[C@@H:1]1([CH2:15][CH:14]([CH2:16][CH2:17][CH2:18][C@H:19]([C@@H:21]2[C@:39]3([CH3:40])[C@H:24]([C@H:25]4[C@H:36]([CH2:37][CH2:38]3)[C@:34]3([CH3:35])[C:28]([CH2:29][C@H:30]([CH2:32][CH2:33]3)[OH:31])=[CH:27][CH2:26]4)[CH2:23][CH2:22]2)[CH3:20])[CH3:13])[O:9][C@H:8]([CH2:10][OH:11])[C@H:6]([OH:7])[C@H:4]([OH:5])[C@H:2]1[OH:3] |f:3.4|. The reagents and catalysts are FC(S(=O)(=O)[O-])(F)F.[Ag+] (silver trifluoromethanesulfonate). Procedure details: Compound 4 (see FIG. 12) was prepared from galactose 1 that was treated with pivaloyl chloride in pyridine. Instead of the expected penta-pivaloyl derivative, the partially pivaloylated compound 2 was obtained in good yield and high purity without the need of chromatographic purification. The free hydroxyl group in compound 2 was protected by an acetyl group (→3). This was followed by treatment with hydrogen bromide in acetic acid to provide the galactosyl bromide 4. Bromide 4 was coupled with c... Reactants: M-PEOZ-O—CH2—CO2—NHS, O=C[C@@H](O)[C@H](O)[C@H](O)CO.N1C(=O)N=C(N)C=C1 (cytosine arabinose). The solvent is N1=CC=CC=C1 (pyridine), N1=CC=CC=C1 (pyridine). Run at time 72 hour. The product is C1=CN(C(=O)N=C1N)[C@H]2[C@H]([C@@H]([C@H](O2)CO)O)O (Ara-C). As a reaction SMILES: O=[CH:2][C@H:3]([C@@H:5]([C@@H:7]([CH2:9][OH:10])[OH:8])[OH:6])[OH:4].[NH:11]1[CH:18]=[CH:17][C:15]([NH2:16])=[N:14][C:12]1=[O:13]>N1C=CC=CC=1>[CH:17]1[C:15]([NH2:16])=[N:14][C:12](=[O:13])[N:11]([C@@H:2]2[O:8][C@H:7]([CH2:9][OH:10])[C@@H:5]([OH:6])[C@@H:3]2[OH:4])[CH:18]=1 |f:0.1|. Reported procedure: M-PEOZ-O—CH2—CO2—NHS (M-PEOZ-SCM 5000) (180 mg, 0.034 mmol) was dissolved in 11 mL of pyridine and added to a solution of cytosine arabinose (Ara-C) (5.7 mg, 0.023 mmol), previously dissolved in 5 mL of anhydrous pyridine at 0° C. The resulting solution stirred for 72 hours at room temperature. Reverse phase HPLC (C-18 column) showed that reaction was complete. After evaporation of the solvent, the product was dissolved in methylene chloride (5 mL) and added drop by drop into 150 mL ether. The p...